Dataset: the Open Reaction Database (ORD), a public repository of structured organic reaction records. Task: describe an organic reaction: reactants, conditions, products, and yield Reactants: CC(=O)C.OS(=O)(=O)O.O=[Cr](=O)=O (Jones reagent), solution, OC(CCC=1C=C(OC1)[Si](CC)(CC)CC)C#CCCCCCCCCCCC (4-(3-hydroxy-4-hexadecynyl)-2-triethylsilylfuran). Run in S(O)(O)(=O)=O (sulfuric acid), CC(=O)C (acetone). Conditions: time 25 minute. The product is O=C(CCC=1C=C(OC1)[Si](CC)(CC)CC)C#CCCCCCCCCCCC (4-(3-Oxo-4-hexadecynyl)-2-triethylsilylfuran). Reaction SMILES: CC(C)=O.OS(O)(=O)=O.O=[Cr](=O)=O.[OH:14][CH:15]([C:30]#[C:31][CH2:32][CH2:33][CH2:34][CH2:35][CH2:36][CH2:37][CH2:38][CH2:39][CH2:40][CH2:41][CH3:42])[CH2:16][CH2:17][C:18]1[CH:19]=[C:20]([Si:23]([CH2:28][CH3:29])([CH2:26][CH3:27])[CH2:24][CH3:25])[O:21][CH:22]=1>S(=O)(=O)(O)O.CC(C)=O>[O:14]=[C:15]([C:30]#[C:31][CH2:32][CH2:33][CH2:34][CH2:35][CH2:36][CH2:37][CH2:38][CH2:39][CH2:40][CH2:41][CH3:42])[CH2:16][CH2:17][C:18]1[CH:19]=[C:20]([Si:23]([CH2:26][CH3:27])([CH2:24][CH3:25])[CH2:28][CH3:29])[O:21][CH:22]=1 |f:0.1.2|. Procedure: Jones reagent (a 2.67M solution in sulfuric acid; 50 μl, 0.14 mmol) was added to a solution of 4-(3-hydroxy-4-hexadecynyl)-2-triethylsilylfuran (53.6 mg, 0.13 mmol) in acetone (5 ml) at 0°. After 25 minutes, the mixture was quenched with ethanol, diluted with water and was extracted with ethyl ether. Evaporation of the dried (magnesium sulfate) extracts gave an oil, which was purified by preparative silica plates to give the titled ketone. Starting materials: O=C1C=C(C(=O)C=2C=CC=CC12)C, O=C(O)CC=1C=CC=CC1. The reagents and catalysts are O=S(=O)(O)OOS(=O)(=O)O.N. Solvent: O, O=S(C)C. Reaction conditions: temperature 40 celsius, time 16 hour. Product: O=C1C=2C=CC=CC2C(=O)C(=C1C)CC=3C=CC=CC3. Isolated yield 85.0%.